This data is from the Open Reaction Database (ORD), a public repository of structured organic reaction records. The task is: describe an organic reaction: reactants, conditions, products, and yield The reactants are Fc1cncc(Br)c1, Cc1ccc(N)c(C(=O)Nc2nc(C3CC3)cs2)n1. Product: Cc1ccc(Nc2cncc(F)c2)c(C(=O)Nc2nc(C3CC3)cs2)n1. RXN SMILES: [Br:20][c:21]1[cH:22][n:23][cH:24][c:25]([F:27])[cH:26]1.[CH:1]1([c:4]2[n:5][c:6]([NH:9][C:10](=[O:11])[c:12]3[n:13][c:14]([CH3:19])[cH:15][cH:16][c:17]3[NH2:18])[s:7][cH:8]2)[CH2:2][CH2:3]1>>[CH:1]1([c:4]2[n:5][c:6]([NH:9][C:10](=[O:11])[c:12]3[n:13][c:14]([CH3:19])[cH:15][cH:16][c:17]3[NH:18][c:21]3[cH:22][n:23][cH:24][c:25]([F:27])[cH:26]3)[s:7][cH:8]2)[CH2:2][CH2:3]1. The reactants are O=C1CCC(C12CCC(CC2)=O)=O.C(#N)C(CC2C(CCC(C2)CC2=CC=C(C=C2)OC)=O)C (2-(2-Cyanopropyl)-4-(4-methoxybenzyl)cyclohexanone 1,4-Dioxospiro[4,5]decan-8-one), [Br-].COC1=CC=C(C[P+](C2=CC=CC=C2)(C2=CC=CC=C2)C2=CC=CC=C2)C=C1 (4-methoxybenzyl triphenylphosphonium bromide), C(Cl)C1CO1 (epichlorohydrin). The solvent is C1(=CC=CC=C1)C (toluene). Yields the product O1CCOC12CCCCC2 (1,4-dioxaspiro[4,5]-decane). Isolated yield 136.4%. Reaction SMILES: O=C1[C:6]2([CH2:11][CH2:10][C:9](=[O:12])[CH2:8][CH2:7]2)C(=O)CC1.C(C(C)CC1CC(CC2C=C[C:28]([O:31]C)=[CH:27]C=2)CCC1=O)#N.[Br-].COC1C=CC(C[P+](C2C=CC=CC=2)(C2C=CC=CC=2)C2C=CC=CC=2)=CC=1.C(C1OC1)Cl>C1(C)C=CC=CC=1>[O:12]1[C:9]2([CH2:8][CH2:7][CH2:6][CH2:11][CH2:10]2)[O:31][CH2:28][CH2:27]1 |f:0.1,2.3|. Reported procedure: 2-(2-Cyanopropyl)-4-(4-methoxybenzyl)cyclohexanone 1,4-Dioxospiro[4,5]decan-8-one (45.6 g) was added to a mixture of 4-methoxybenzyl triphenylphosphonium bromide (127.3 g) and epichlorohydrin (100 ml) in toluene (1500 ml) and heated at reflux under a nitrogen atmosphere for 36 hours. The solvent was evaporated under reduced pressure and the residue was extracted into hexane. The hexane solution was evaporated under reduced pressure and the residue distilled at 24° C./1 mmHg to give 8-(4-methoxyb...